Dataset: the Open Reaction Database (ORD), a public repository of structured organic reaction records. Task: describe an organic reaction: reactants, conditions, products, and yield Reactants: C(C1=CC=CC=C1)OC(=O)N1[C@@H](C[C@@H](C1)N)C=1OC2=C(N1)C=CC=C2 ((2S,4S)-4-amino-2-benzooxazol-2-yl-pyrrolidine-1-carboxylic acid benzyl ester), OC1=C(C=CC2=CC=CC=C12)C(=O)O (1-hydroxy-naphthalene-2-carboxylic acid). Yields the product C(C1=CC=CC=C1)OC(=O)N1[C@@H](C[C@@H](C1)NC(=O)C1=C(C2=CC=CC=C2C=C1)O)C=1OC2=C(N1)C=CC=C2 ((2S,4S)-2-benzooxazol-2-yl-4-[(1-hydroxy-naphthalene-2-carbonyl)-amino]-pyrrolidine-1-carboxylic acid benzyl ester). RXN SMILES: [CH2:1]([O:8][C:9]([N:11]1[CH2:15][C@@H:14]([NH2:16])[CH2:13][C@H:12]1[C:17]1[O:18][C:19]2[CH:25]=[CH:24][CH:23]=[CH:22][C:20]=2[N:21]=1)=[O:10])[C:2]1[CH:7]=[CH:6][CH:5]=[CH:4][CH:3]=1.[OH:26][C:27]1[C:36]2[C:31](=[CH:32][CH:33]=[CH:34][CH:35]=2)[CH:30]=[CH:29][C:28]=1[C:37](O)=[O:38]>>[CH2:1]([O:8][C:9]([N:11]1[CH2:15][C@@H:14]([NH:16][C:37]([C:28]2[CH:29]=[CH:30][C:31]3[C:36](=[CH:35][CH:34]=[CH:33][CH:32]=3)[C:27]=2[OH:26])=[O:38])[CH2:13][C@H:12]1[C:17]1[O:18][C:19]2[CH:25]=[CH:24][CH:23]=[CH:22][C:20]=2[N:21]=1)=[O:10])[C:2]1[CH:3]=[CH:4][CH:5]=[CH:6][CH:7]=1. Procedure details: (2S,4S)-2-benzooxazol-2-yl-4-[(1-hydroxy-naphthalene-2-carbonyl)-amino]-pyrrolidine-1-carboxylic acid benzyl ester was prepared from (2S,4S)-4-amino-2-benzooxazol-2-yl-pyrrolidine-1-carboxylic acid benzyl ester and 1-hydroxy-naphthalene-2-carboxylic acid in an analogous manner to example 1. MS calcd. for C30H26N3O5[(M+H)+] 508, obsd. 508. Starting materials: FC1=CC2=C(C(=NO2)C2CCN(CC2)CCN)C=C1 (2-[4-(6-fluoro-1,2-benzisoxazol-3-yl)-1-piperidinyl]ethylamine), COC=1C=C2C(C(=O)OC2=O)=CC1 (4-methoxyphthalic anhydride). Solvent: ClCCl (dichloromethane). Conditions: time 3 hour. Yields the product FC1=CC2=C(C(=NO2)C2CCN(CC2)CCN2C(C=3C(C2=O)=CC(=CC3)OC)=O)C=C1 (N-[2-[4-(6-fluoro-1,2-benzisoxazol-3yl)-1-piperidinyl]ethyl]-4-methoxyphthalimide). As a reaction SMILES: [F:1][C:2]1[CH:19]=[CH:18][C:5]2[C:6]([CH:9]3[CH2:14][CH2:13][N:12]([CH2:15][CH2:16][NH2:17])[CH2:11][CH2:10]3)=[N:7][O:8][C:4]=2[CH:3]=1.[CH3:20][O:21][C:22]1[CH:23]=[C:24]2[C:29](=O)[O:28][C:26](=[O:27])[C:25]2=[CH:31][CH:32]=1>ClCCl>[F:1][C:2]1[CH:19]=[CH:18][C:5]2[C:6]([CH:9]3[CH2:14][CH2:13][N:12]([CH2:15][CH2:16][N:17]4[C:29](=[O:28])[C:24]5=[CH:23][C:22]([O:21][CH3:20])=[CH:32][CH:31]=[C:25]5[C:26]4=[O:27])[CH2:11][CH2:10]3)=[N:7][O:8][C:4]=2[CH:3]=1. Procedure details: A stirred mixture of 2-[4-(6-fluoro-1,2-benzisoxazol-3-yl)-1-piperidinyl]ethylamine (2.63 g, 0.01 mole) and 4-methoxyphthalic anhydride (1.78 g, 0.01 mole) in dichloromethane (100 ml) is stirred at room temperature for 3 hours. The solvent is then removed under reduced pressure and the residual material is purified by flash chromatography. The product is purified further by recrystallization to give N-[2-[4-(6-fluoro-1,2-benzisoxazol-3yl)-1-piperidinyl]ethyl]-4-methoxyphthalimide. The reactants are Brc1cnc(OC2CCN(C3CCCC3)CC2)nc1, O=C1CCCCN1. Yields the product O=C1CCCCN1c1cnc(OC2CCN(C3CCCC3)CC2)nc1. As a reaction SMILES: [CH:1]1([N:6]2[CH2:7][CH2:8][CH:9]([O:12][c:13]3[n:14][cH:15][c:16]([Br:19])[cH:17][n:18]3)[CH2:10][CH2:11]2)[CH2:2][CH2:3][CH2:4][CH2:5]1.[NH:20]1[C:21](=[O:26])[CH2:22][CH2:23][CH2:24][CH2:25]1>>[CH:1]1([N:6]2[CH2:7][CH2:8][CH:9]([O:12][c:13]3[n:14][cH:15][c:16]([N:20]4[C:21](=[O:26])[CH2:22][CH2:23][CH2:24][CH2:25]4)[cH:17][n:18]3)[CH2:10][CH2:11]2)[CH2:2][CH2:3][CH2:4][CH2:5]1.